From a dataset of the Open Reaction Database (ORD), a public repository of structured organic reaction records. describe an organic reaction: reactants, conditions, products, and yield The reactants are FC(C(=O)O)(F)F.C(C)OC(=O)[C@H]1NC[C@H](C1)N=[N+]=[N-] ((2S,4S)-4-azido-pyrrolidine-2-carboxylic acid ethyl ester trifluoroacetate salt), COC(=O)[C@H]1N(C[C@H](C1)N)CC1CCCCC1 ((2S,4S)-4-amino-1-cyclohexylmethyl-pyrrolidine-2-carboxylic acid methyl ester). Yields the product C(C)OC(=O)[C@H]1N(C[C@H](C1)N)CC1CCCCC1 ((2S,4S)-4-Amino-1-cyclohexylmethyl-pyrrolidine-2-carboxylic acid ethyl ester). Reaction SMILES: FC(F)(F)C(O)=O.[CH2:8]([O:10][C:11]([C@@H:13]1[CH2:17][C@H:16]([N:18]=[N+]=[N-])[CH2:15][NH:14]1)=[O:12])[CH3:9].COC([C@@H]1C[C@H](N)CN1[CH2:31][CH:32]1[CH2:37][CH2:36][CH2:35][CH2:34][CH2:33]1)=O>>[CH2:8]([O:10][C:11]([C@@H:13]1[CH2:17][C@H:16]([NH2:18])[CH2:15][N:14]1[CH2:31][CH:32]1[CH2:37][CH2:36][CH2:35][CH2:34][CH2:33]1)=[O:12])[CH3:9] |f:0.1|. Reported procedure: (2S,4S)-4-Amino-1-cyclohexylmethyl-pyrrolidine-2-carboxylic acid ethyl ester was prepared from (2S,4S)-4-azido-pyrrolidine-2-carboxylic acid ethyl ester trifluoroacetate salt in a similar reaction sequence used in the preparation of (2S,4S)-4-amino-1-cyclohexylmethyl-pyrrolidine-2-carboxylic acid methyl ester. MS calcd. for C14H27N2O2 [(M+H)+] 255, obsd. 255. The reactants are CS, CC1=CC(=O)C2C(C1)C2(C)C. Yields the product CSC1(C)CC(=O)C2C(C1)C2(C)C. Reaction SMILES: [CH3:12][SH:13].[CH:1]12[CH2:2][C:3]([CH3:11])=[CH:4][C:5](=[O:10])[CH:6]1[C:7]2([CH3:8])[CH3:9]>>[CH:1]12[CH2:2][C:3]([CH3:11])([S:13][CH3:12])[CH2:4][C:5](=[O:10])[CH:6]1[C:7]2([CH3:8])[CH3:9]. Starting materials: ClCS(=O)(=O)NC1=C(C=C(C(=C1)N1C(N2C(CC(CC2)O)C1=O)=O)F)Cl (1-chloro-N-[2-chloro-4-fluoro-5-(hexahydro-7-hydroxy-1,3-dioxoimidazo[1,5-a]pyridin-2(3H)-yl)phenyl]methanesulfonamide), C(C)N(CC)S(F)(F)F (diethylaminosulfur trifluoride). The solvent is ClCCl (dichloromethane). Run at temperature 0 celsius, time 1 hour. The product is ClCS(=O)(=O)NC1=C(C=C(C(=C1)N1C(N2[C@@H](C[C@H](CC2)F)C1=O)=O)F)Cl (cis-1-chloro-N-[2-chloro-4-fluoro-5-(7-fluorohexahydro-1,3-dioxoimidazo[1,5-a]pyridin-2(3H)-yl)phenyl]methanesulfonamide), foam. As a reaction SMILES: [Cl:1][CH2:2][S:3]([NH:6][C:7]1[CH:12]=[C:11]([N:13]2[C:22](=[O:23])[CH:16]3[CH2:17][CH:18](O)[CH2:19][CH2:20][N:15]3[C:14]2=[O:24])[C:10]([F:25])=[CH:9][C:8]=1[Cl:26])(=[O:5])=[O:4].C(N(S(F)(F)[F:33])CC)C>ClCCl>[Cl:1][CH2:2][S:3]([NH:6][C:7]1[CH:12]=[C:11]([N:13]2[C:22](=[O:23])[C@@H:16]3[CH2:17][C@@H:18]([F:33])[CH2:19][CH2:20][N:15]3[C:14]2=[O:24])[C:10]([F:25])=[CH:9][C:8]=1[Cl:26])(=[O:5])=[O:4]. Procedure details: To a solution of the title compound of Example 11, Step A (771 mg, 1-80 mmol) in dichloromethane (10 mL) was added dropwise diethylaminosulfur trifluoride (0.48 mL, 3.60 mmol) at 0° C. The reaction was stirred at 0° C. for 1 hour, quenched with cold water, and extracted with dichloromethane. The combined organic layers were washed with water, dried over magnesium sulfate, and concentrated under reduced pressure. The title compound of Step A, a compound of this invention, was isolated by flash ch... Starting materials: CO (Methanol), NC1=C2C=CN(C(C2=CC=C1)=O)CC=1C=NC(=CC1)C(F)(F)F (5-Amino-2-((6-(trifluoromethyl)pyridin-3-yl)methyl)isoquinolin-1(2H)-one), C(C)(C)N(C(C)C)CC (N,N-diisopropylethylamine), ClC1=C(C=C(C=C1)CC(=O)O)C(F)(F)F (2-(4-Chloro-3-(trifluoromethyl)phenyl)acetic acid). Run in S(=O)(Cl)Cl (thionyl chloride). Reaction conditions: temperature 60 celsius, time 3 hour. The product is ClC1=C(C=C(C=C1)CC(=O)NC1=C2C=CN(C(C2=CC=C1)=O)CC=1C=NC(=CC1)C(F)(F)F)C(F)(F)F (2-(4-Chloro-3-(trifluoromethyl)phenyl)-N-(2-((6-(trifluoromethyl)pyridin-3-yl)methyl)-1,2-dihydro-1-oxoisoquinolin-5-yl)acetamide). Yield: 74.7%. As a reaction SMILES: [Cl:1][C:2]1[CH:7]=[CH:6][C:5]([CH2:8][C:9]([OH:11])=O)=[CH:4][C:3]=1[C:12]([F:15])([F:14])[F:13].[NH2:16][C:17]1[CH:26]=[CH:25][CH:24]=[C:23]2[C:18]=1[CH:19]=[CH:20][N:21]([CH2:28][C:29]1[CH:30]=[N:31][C:32]([C:35]([F:38])([F:37])[F:36])=[CH:33][CH:34]=1)[C:22]2=[O:27].C(N(CC)C(C)C)(C)C.CO>S(Cl)(Cl)=O>[Cl:1][C:2]1[CH:7]=[CH:6][C:5]([CH2:8][C:9]([NH:16][C:17]2[CH:26]=[CH:25][CH:24]=[C:23]3[C:18]=2[CH:19]=[CH:20][N:21]([CH2:28][C:29]2[CH:30]=[N:31][C:32]([C:35]([F:38])([F:37])[F:36])=[CH:33][CH:34]=2)[C:22]3=[O:27])=[O:11])=[CH:4][C:3]=1[C:12]([F:15])([F:14])[F:13]. Procedure: 2-(4-Chloro-3-(trifluoromethyl)phenyl)acetic acid (142 mg, 0.000595 mol) was dissolved in thionyl chloride (10 mL) and the mixture was stirred at 60° C. for 3 hours. The volatiles were removed and the residue was dissolved in tetrahydrofuran. 5-Amino-2-((6-(trifluoromethyl)pyridin-3-yl)methyl)isoquinolin-1(2H)-one (100.0 mg, 0.0002975 mol) and N,N-diisopropylethylamine (0.104 mL, 0.000595 mol) were added and the mixture was stirred for 1 hour at room temperature. Methanol was added to quench the... The reactants are CC(C)(C)OC(=O)OC(C)(C)C, C1CCOC1, OC1CCCNC1. Yields the product CC(C)(C)OC(=O)N1CCCC(O)C1. As a reaction SMILES: [C:8]([CH3:9])([CH3:10])([CH3:11])[O:12][C:13]([O:14][C:16]([CH3:17])([CH3:18])[CH3:19])=[O:15].[CH2:20]1[O:21][CH2:22][CH2:23][CH2:24]1.[OH:1][CH:2]1[CH2:3][NH:4][CH2:5][CH2:6][CH2:7]1>>[OH:1][CH:2]1[CH2:3][N:4]([C:13]([O:12][C:8]([CH3:9])([CH3:10])[CH3:11])=[O:14])[CH2:5][CH2:6][CH2:7]1. The reactants are C(C1=CC=CC=C1)OC=1C=C2C=C(C(=NC2=CC1F)I)C=O (6-benzyloxy-7-fluoro-2-iodo-3-quinolinecarbaldehyde), [BH4-].[Na+] (sodium borohydride). Solvent: CO (methanol). Product: C(C1=CC=CC=C1)OC=1C=C2C=C(C(=NC2=CC1F)I)CO (6-benzyloxy-7-fluoro-2-iodo-3-quinolylmethanol). Reaction SMILES: [CH2:1]([O:8][C:9]1[CH:10]=[C:11]2[C:16](=[CH:17][C:18]=1[F:19])[N:15]=[C:14]([I:20])[C:13]([CH:21]=[O:22])=[CH:12]2)[C:2]1[CH:7]=[CH:6][CH:5]=[CH:4][CH:3]=1.[BH4-].[Na+]>CO>[CH2:1]([O:8][C:9]1[CH:10]=[C:11]2[C:16](=[CH:17][C:18]=1[F:19])[N:15]=[C:14]([I:20])[C:13]([CH2:21][OH:22])=[CH:12]2)[C:2]1[CH:3]=[CH:4][CH:5]=[CH:6][CH:7]=1 |f:1.2|. Procedure details: A suspension of 6-benzyloxy-7-fluoro-2-iodo-3-quinolinecarbaldehyde (obtained according to 1.e, 13 g, 32 mmol) in methanol (100 ml) is treated with sodium borohydride (1.85 g, 48 mmol). After 1 hour of reaction, the reaction medium is concentrated under reduced pressure then taken up with water, filtered, washed with water and ethanol in order to produce, after drying under reduced pressure, 10 g (76%) of a white solid, m.p. 188° C. Reactants: COc1cc(N)ccc1-c1nnc(-c2c(-c3ccccc3)noc2C)o1, C[Si](C)(C)[N-][Si](C)(C)C, CC(C)S(=O)(=O)Cl, [K+], C1CCOC1, c1ccncc1. The product is COc1cc(NS(=O)(=O)C(C)C)ccc1-c1nnc(-c2c(-c3ccccc3)noc2C)o1. Reaction SMILES: [CH3:1][O:2][c:3]1[cH:4][c:5]([NH2:26])[cH:6][cH:7][c:8]1-[c:9]1[o:10][c:11](-[c:14]2[c:15](-[c:20]3[cH:21][cH:22][cH:23][cH:24][cH:25]3)[n:16][o:17][c:18]2[CH3:19])[n:12][n:13]1.[CH3:27][Si:28]([N-:29][Si:30]([CH3:31])([CH3:32])[CH3:33])([CH3:34])[CH3:35].[CH:37]([CH3:38])([CH3:39])[S:40](=[O:41])(=[O:42])[Cl:43].[K+:36].[O:50]1[CH2:51][CH2:52][CH2:53][CH2:54]1.[cH:44]1[cH:45][cH:46][n:47][cH:48][cH:49]1>>[CH3:1][O:2][c:3]1[cH:4][c:5]([NH:26][S:40]([CH:37]([CH3:38])[CH3:39])(=[O:41])=[O:42])[cH:6][cH:7][c:8]1-[c:9]1[o:10][c:11](-[c:14]2[c:15](-[c:20]3[cH:21][cH:22][cH:23][cH:24][cH:25]3)[n:16][o:17][c:18]2[CH3:19])[n:12][n:13]1. Reactants: C(C)(C)(C)OCC(COCCOC(C)C)OCCOC(C)C (1-tert-butyloxy-2,3-di(2-sec-propoxy ethoxy)-propane), C([O-])([O-])=O.[K+].[K+] (potassium carbonate), solution, ClCCl (dichloromethane). The solvent is C(C)OCC (diethyl ether). Yields the product C(C)(C)OCCOC(CO)COCCOC(C)C (2,3-di-(2-sec-propoxy ethoxy)propanol). RXN SMILES: C([O:5][CH2:6][CH:7]([O:16][CH2:17][CH2:18][O:19][CH:20]([CH3:22])[CH3:21])[CH2:8][O:9][CH2:10][CH2:11][O:12][CH:13]([CH3:15])[CH3:14])(C)(C)C.ClCCl.C(=O)([O-])[O-].[K+].[K+]>C(OCC)C>[CH:20]([O:19][CH2:18][CH2:17][O:16][CH:7]([CH2:8][O:9][CH2:10][CH2:11][O:12][CH:13]([CH3:15])[CH3:14])[CH2:6][OH:5])([CH3:22])[CH3:21] |f:2.3.4|. Procedure: Compound 32 was prepared as described for 29. The reagents used were as follows, compound 26 (g, mol.), tetrafluoroboric acid-diethyl ether complex ml of a 54% solution in diethyl ether), dichloromethane (100 ml) and excess potassium carbonate. the final yield was a colorless liquid (g, %), (bpt. °C., torr.): 1H-NMR (CDCl3), d, (ppm). Mass spectroscopy, m/e M+.